From a dataset of the Open Reaction Database (ORD), a public repository of structured organic reaction records. describe an organic reaction: reactants, conditions, products, and yield Starting materials: epoxy resin, OC1=CC=C(C=C1)C(C)(C)C1=CC=C(C=C1)O (bisphenol A), C(Cl)C1CO1 (epichlorohydrin), epoxy. Yields the product CC(C)(C1=CC=C(C=C1)O)C2=CC=C(C=C2)O.C1C(O1)CCl (Sumiepoxy ELA-128). RXN SMILES: [OH:1][C:2]1[CH:7]=[CH:6][C:5]([C:8]([C:11]2[CH:16]=[CH:15][C:14]([OH:17])=[CH:13][CH:12]=2)([CH3:10])[CH3:9])=[CH:4][CH:3]=1.[CH2:18]([CH:20]1[O:22][CH2:21]1)[Cl:19]>>[CH3:10][C:8]([C:5]1[CH:6]=[CH:7][C:2]([OH:1])=[CH:3][CH:4]=1)([C:11]1[CH:12]=[CH:13][C:14]([OH:17])=[CH:15][CH:16]=1)[CH3:9].[CH2:21]1[O:22][CH:20]1[CH2:18][Cl:19] |f:2.3|. Procedure: 0.65 Mole of Sumiepoxy ELA-128 (an epoxy resin obtained by the reaction of bisphenol A with epichlorohydrin, epoxy equivalent 184-194; produced by Sumitomo Chemical Co., Ltd.), 0.17 g. of 2-methylhydroquinone and 1.3 moles of acrylic acid were successively charged into a 500 ml. four-necked flask, and the resulting mixture was sufficiently stirred. Further, 1.7 g. of triethylamine was added, and the mixture was heated to 110° C. while taking care of heat generation. The mixture was continuously ... The reactants are C(CN)N (ethylenediamine), C(C)O (ethanol), O.CC1=CC=C(C=C1)C(=O)C=O (4-methylphenylglyoxal monohydrate), [OH-].[K+] (potassium hydroxide). Product: COC1=CC=C(C=C1)C1=NC=CN=C1 (2-(4-methoxyphenyl)pyrazine). Isolated yield 37.0%. Reaction SMILES: [CH2:1]([NH2:4])[CH2:2][NH2:3].O.C[C:7]1[CH:12]=[CH:11][C:10]([C:13]([CH:15]=O)=O)=[CH:9][CH:8]=1.[OH-].[K+].[CH2:19]([OH:21])C>>[CH3:19][O:21][C:7]1[CH:8]=[CH:9][C:10]([C:13]2[CH:15]=[N:4][CH:1]=[CH:2][N:3]=2)=[CH:11][CH:12]=1 |f:1.2,3.4|. Procedure details: The procedure of Example 1 was repeated, using 10.68 g (0.178 mol) of ethylenediamine, 27.0 g (0.148 mol) of 4-methylphenylglyoxal monohydrate, 200 ml of ethanol and 9.01 g of potassium hydroxide. 10.1 g of the titled compound was produced (yield: 37%). The reactants are FC(C(=O)O)(F)F.C(CCC)NC1=NC(=C2N=C(NC2=N1)OC)N (N2-butyl-8-methoxy-9H-purine-2,6-diamine trifluoroacetic acid salt), C([O-])([O-])=O.[K+].[K+] (potassium carbonate), BrCCC1COCC1 (3-(2-Bromoethyl)tetrahydrofuran), Intermediate 83. Run in CN(C)C=O (DMF). Run at temperature 60 celsius, time 1 hour. Product: C(CCC)NC1=NC(=C2N=C(N(C2=N1)CCC1COCC1)OC)N (N2-Butyl-8-(methoxy)-9-[2-(tetrahydro-3-furanyl)ethyl]-9H-Purine-2,6-diamine). Reaction SMILES: FC(F)(F)C(O)=O.[CH2:8]([NH:12][C:13]1[N:21]=[C:20]2[C:16]([N:17]=[C:18]([O:22][CH3:23])[NH:19]2)=[C:15]([NH2:24])[N:14]=1)[CH2:9][CH2:10][CH3:11].C(=O)([O-])[O-].[K+].[K+].Br[CH2:32][CH2:33][CH:34]1[CH2:38][CH2:37][O:36][CH2:35]1>CN(C=O)C>[CH2:8]([NH:12][C:13]1[N:21]=[C:20]2[C:16]([N:17]=[C:18]([O:22][CH3:23])[N:19]2[CH2:32][CH2:33][CH:34]2[CH2:38][CH2:37][O:36][CH2:35]2)=[C:15]([NH2:24])[N:14]=1)[CH2:9][CH2:10][CH3:11] |f:0.1,2.3.4|. Procedure: A mixture of N2-butyl-8-methoxy-9H-purine-2,6-diamine trifluoroacetic acid salt, (200 mg) and potassium carbonate (236 mg) in dry DMF (2 mL) were heated at 60° C. with stirring for 1 h. 3-(2-Bromoethyl)tetrahydrofuran, Intermediate 83 (123 mg) was added and the reaction was continued for 2 h at 60° C. The mixture was quenched with water and extracted with EtOAc (×3). The combined organics were washed with water and brine, dried using a hydrophobic frit and evaporated to an oil (261 mg). This mat...